This data is from the Open Reaction Database (ORD), a public repository of structured organic reaction records. The task is: describe an organic reaction: reactants, conditions, products, and yield Yields the product [N-]=[N+]=NCc1ccc(Cc2ccc([N+](=O)[O-])cc2)cc1. As a reaction SMILES: [Br:5][CH2:6][c:7]1[cH:8][cH:9][c:10]([CH2:11][c:12]2[cH:13][cH:14][c:15]([N+:18](=[O:19])[O-:20])[cH:16][cH:17]2)[cH:21][cH:22]1.[CH3:24][N:25]([CH3:26])[CH:27]=[O:28].[N-:2]=[N+:3]=[N-:4].[Na+:1].[OH2:23]>>[N:2](=[N+:3]=[N-:4])[CH2:6][c:7]1[cH:8][cH:9][c:10]([CH2:11][c:12]2[cH:13][cH:14][c:15]([N+:18](=[O:19])[O-:20])[cH:16][cH:17]2)[cH:21][cH:22]1. The reactants are O=[N+]([O-])c1ccc(Cc2ccc(CBr)cc2)cc1, CN(C)C=O, [N-]=[N+]=[N-], [Na+], O. Starting materials: C(C)O (ethanol), C1(CC1)N1C2=C(NC(C3=C1N=CC=C3)=S)C(=CC=N2)C (11-cyclopropyl-5,11-dihydro-4-methyl-6H-dipyrido[3,2-b:2',3'-e][1,4]diazepin-6-thione), IC (iodomethane), [H-].[Na+] (sodium hydride). Solvent: CN(C=O)C (dimethylformamide). Reaction conditions: temperature 40 celsius, time 1 hour. The product is C1(CC1)N1C2=C(N=C(C3=C1N=CC=C3)SC)C(=CC=N2)C (11-Cyclopropyl-4-methyl-6-methylthio-11H-dipyrido[3,2-b:2',3'-e][1,4]diazepine). As a reaction SMILES: [CH:1]1([N:4]2[C:10]3[N:11]=[CH:12][CH:13]=[CH:14][C:9]=3[C:8](=[S:15])[NH:7][C:6]3[C:16]([CH3:20])=[CH:17][CH:18]=[N:19][C:5]2=3)[CH2:3][CH2:2]1.[H-].[Na+].IC.[CH2:25](O)C>CN(C)C=O>[CH:1]1([N:4]2[C:10]3[N:11]=[CH:12][CH:13]=[CH:14][C:9]=3[C:8]([S:15][CH3:25])=[N:7][C:6]3[C:16]([CH3:20])=[CH:17][CH:18]=[N:19][C:5]2=3)[CH2:3][CH2:2]1 |f:1.2|. Procedure details: To a warm (40° C.) solution of 1.0 g (3.54 mmol) of 11-cyclopropyl-5,11-dihydro-4-methyl-6H-dipyrido[3,2-b:2',3'-e][1,4]diazepin-6-thione in 25 mL of dry dimethylformamide under argon was added 200 mg (4.43 mmol) of a 60% sodium hydride on mineral oil dispersion. The suspension was heated at 60° for 30 min., cooled to 40° C., and 0.3 mL (4.43 mmol) of iodomethane was added in one portion. After stirring the mixture for 1 hr at room temperature, ethanol was added dropwise until bubbling ceased. T... The reactants are CCOC(=O)COc1c(C(=O)OC)sc2c1sc1c(NC(=O)OC(C)(C)C)cccc12, ClCCl, O=C(O)C(F)(F)F. Product: CCOC(=O)COc1c(C(=O)OC)sc2c1sc1c(N)cccc12. As a reaction SMILES: [CH3:1][O:2][C:3](=[O:4])[c:5]1[c:6]([O:25][CH2:26][C:27](=[O:28])[O:29][CH2:30][CH3:31])[c:7]2[c:8]([c:9]3[cH:10][cH:11][cH:12][c:13]([NH:16][C:17]([O:18][C:19]([CH3:20])([CH3:21])[CH3:22])=[O:23])[c:14]3[s:15]2)[s:24]1.[Cl:39][CH2:40][Cl:41].[OH:32][C:33]([C:34]([F:35])([F:36])[F:37])=[O:38]>>[CH3:1][O:2][C:3](=[O:4])[c:5]1[c:6]([O:25][CH2:26][C:27](=[O:28])[O:29][CH2:30][CH3:31])[c:7]2[c:8]([c:9]3[cH:10][cH:11][cH:12][c:13]([NH2:16])[c:14]3[s:15]2)[s:24]1. Reactants: CC(C)([O-])C.[Na+] (sodium tert-butoxide), BrC1=C(C=CC(=C1)C(C)C)NC(=O)NC1CCN(CC1)C(=O)OC(C)(C)C (1,1-dimethylethyl 4-[({[2-bromo-4-(1-methylethyl)phenyl]amino}carbonyl)amino]-1-piperidinecarboxylate), C(C)(=O)OCC (ethyl acetate). Reagents/catalysts: C=1C=CC(=CC1)/C=C/C(=O)/C=C/C2=CC=CC=C2.C=1C=CC(=CC1)/C=C/C(=O)/C=C/C2=CC=CC=C2.C=1C=CC(=CC1)/C=C/C(=O)/C=C/C2=CC=CC=C2.[Pd].[Pd] (tris(dibenzylideneacetone)dipalladium), C1(=CC=CC=C1)P([C-]1C=CC=C1)C1=CC=CC=C1.[C-]1(C=CC=C1)P(C1=CC=CC=C1)C1=CC=CC=C1.[Fe+2] (1,1′-bis(diphenylphosphino)ferrocene). The solvent is O1CCOCC1 (1,4-dioxane). Conditions: temperature 90 celsius, time 8 hour. Yields the product CC(C)C=1C=CC2=C(N(C(N2)=O)C2CCN(CC2)C(=O)OC(C)(C)C)C1 (1,1-Dimethylethyl 4-[6-(1-methylethyl)-2-oxo-2,3-dihydro-1H-benzimidazol-1-yl]-1-piperidinecarboxylate). RXN SMILES: CC(C)([O-])C.[Na+].Br[C:8]1[CH:13]=[C:12]([CH:14]([CH3:16])[CH3:15])[CH:11]=[CH:10][C:9]=1[NH:17][C:18]([NH:20][CH:21]1[CH2:26][CH2:25][N:24]([C:27]([O:29][C:30]([CH3:33])([CH3:32])[CH3:31])=[O:28])[CH2:23][CH2:22]1)=[O:19].C(OCC)(=O)C>O1CCOCC1.C1C=CC(/C=C/C(/C=C/C2C=CC=CC=2)=O)=CC=1.C1C=CC(/C=C/C(/C=C/C2C=CC=CC=2)=O)=CC=1.C1C=CC(/C=C/C(/C=C/C2C=CC=CC=2)=O)=CC=1.[Pd].[Pd].C1(P(C2C=CC=CC=2)[C-]2C=CC=C2)C=CC=CC=1.[C-]1(P(C2C=CC=CC=2)C2C=CC=CC=2)C=CC=C1.[Fe+2]>[CH3:15][CH:14]([C:12]1[CH:13]=[CH:8][C:9]2[NH:17][C:18](=[O:19])[N:20]([CH:21]3[CH2:26][CH2:25][N:24]([C:27]([O:29][C:30]([CH3:33])([CH3:32])[CH3:31])=[O:28])[CH2:23][CH2:22]3)[C:10]=2[CH:11]=1)[CH3:16] |f:0.1,5.6.7.8.9,10.11.12|. Procedure: A solution of tris(dibenzylideneacetone)dipalladium (0) (0.14 g), 1,1′-bis(diphenylphosphino)ferrocene (0.07 g), sodium tert-butoxide (0.4 g) in 1,4-dioxane (10 mL) was stirred under an atmosphere of argon for 10 minutes. 1,1-dimethylethyl 4-[({[2-bromo-4-(1-methylethyl)phenyl]amino}carbonyl)amino]-1-piperidinecarboxylate D33 (2.7 g) was added and the mixture was heated to 90° C. The mixture was stirred at this temperature overnight. The mixture was poured into ethyl acetate which was washed wit... Yields the product C(CCCCCCCCC)=O (1-decanal), C(CCCCCCCCC)O (1-decanol). Reactants: Ru(PPh3)3Cl2, C1(O)=CC=C(O)C=C1 (hydroquinone), C([O-])([O-])=O.[K+].[K+] (potassium carbonate), FC(F)(F)C1=CC=CC=C1 (trifluoromethylbenzene), resultant mixture, C(CCCCCCCCC)O (1-decanol). Reported procedure: To a mixture of 0.2 millimole of Ru(PPh3)3Cl2 [dichlorotris(triphenylphosphine)ruthenium(II)], 0.2 millimole of hydroquinone, 0.03 millimole of potassium carbonate and 6 ml of trifluoromethylbenzene was added 1 millimole of 1-decanol, and the resultant mixture was stirred under oxygen atmosphere (1 atm) at 60° C. for 20 hours. The products were subjected to chromatography on silica gel (eluent: hexane/ethyl acetate=10/1) for the isolation to give 1-decanal in a conversion rate of 1-decanol of 90... As a reaction SMILES: C1(C=CC(O)=CC=1)O.C(=O)([O-])[O-].[K+].[K+].FC(C1C=CC=CC=1)(F)F.[CH2:25]([OH:35])[CH2:26][CH2:27][CH2:28][CH2:29][CH2:30][CH2:31][CH2:32][CH2:33][CH3:34]>>[CH:25](=[O:35])[CH2:26][CH2:27][CH2:28][CH2:29][CH2:30][CH2:31][CH2:32][CH2:33][CH3:34].[CH2:25]([OH:35])[CH2:26][CH2:27][CH2:28][CH2:29][CH2:30][CH2:31][CH2:32][CH2:33][CH3:34] |f:1.2.3|. Reactants: ClC=1C=CC2=C(CCC=3C(=NC=C(C3)Br)C2C2CCN(CC2)C(CCl)=O)C1Br (4-[8-Chloro-3,7-dibromo-5,6-dihydro-11H-benzo[5,6 ]cyclohepta[1,2-b]pyridin-11-yl]-1-(chloroacetyl)piperidine), N1CCSCC1 (thiomorpholine). Conditions: time 24 hour. Procedure: To a solution of ~0.11 g of 4-[8-Chloro-3,7-dibromo-5,6-dihydro-11H-benzo[5,6 ]cyclohepta[1,2-b]pyridin-11-yl]-1-(chloroacetyl)piperidine in 5 ml of CH2Cl2 is added 0.12 ml of thiomorpholine and the mixture is stirred at ambient temperature for 24 h, and diluted with 20 ml of distilled water. The layers are separated and the aqueous layer is back extracted with 10 ml of CH2Cl2. The combined organic layer is washed once with saturated brine, dried over Mg2SO4, filtered and evaporated to a brown r... RXN SMILES: [Cl:1][C:2]1[CH:3]=[CH:4][C:5]2[CH:16]([CH:17]3[CH2:22][CH2:21][N:20]([C:23](=[O:26])[CH2:24]Cl)[CH2:19][CH2:18]3)[C:10]3=[N:11][CH:12]=[C:13]([Br:15])[CH:14]=[C:9]3[CH2:8][CH2:7][C:6]=2[C:27]=1[Br:28].[NH:29]1[CH2:34][CH2:33][S:32][CH2:31][CH2:30]1>C(Cl)Cl.O>[Cl:1][C:2]1[CH:3]=[CH:4][C:5]2[CH:16]([CH:17]3[CH2:18][CH2:19][N:20]([C:23](=[O:26])[CH2:24][N:29]4[CH2:34][CH2:33][S:32][CH2:31][CH2:30]4)[CH2:21][CH2:22]3)[C:10]3=[N:11][CH:12]=[C:13]([Br:15])[CH:14]=[C:9]3[CH2:8][CH2:7][C:6]=2[C:27]=1[Br:28]. The product is ClC=1C=CC2=C(CCC=3C(=NC=C(C3)Br)C2C2CCN(CC2)C(CN2CCSCC2)=O)C1Br (4-[8-Chloro-3,7-dibromo-5,6-dihydro-11H-benzo [5, 6]cyclohepta[1,2-b]pyridin-11-yl]-1-(4-thiomorpholinylacetyl)piperidine). Run in O (water), C(Cl)Cl (CH2Cl2). Reactants: Cc1ccccc1I, CC(C)C(=O)Nc1cccc(C2CCN(Cc3ccc4[nH]ccc4c3)CC2)c1. The product is Cc1ccccc1-n1ccc2cc(CN3CCC(c4cccc(NC(=O)C(C)C)c4)CC3)ccc21. RXN SMILES: [I:1][c:2]1[c:3]([CH3:8])[cH:4][cH:5][cH:6][cH:7]1.[nH:9]1[cH:10][cH:11][c:12]2[cH:13][c:14]([CH2:18][N:19]3[CH2:20][CH2:21][CH:22]([c:25]4[cH:26][c:27]([NH:31][C:32]([CH:33]([CH3:34])[CH3:35])=[O:36])[cH:28][cH:29][cH:30]4)[CH2:23][CH2:24]3)[cH:15][cH:16][c:17]12>>[c:2]1(-[n:9]2[cH:10][cH:11][c:12]3[cH:13][c:14]([CH2:18][N:19]4[CH2:20][CH2:21][CH:22]([c:25]5[cH:26][c:27]([NH:31][C:32]([CH:33]([CH3:34])[CH3:35])=[O:36])[cH:28][cH:29][cH:30]5)[CH2:23][CH2:24]4)[cH:15][cH:16][c:17]23)[c:3]([CH3:8])[cH:4][cH:5][cH:6][cH:7]1.